describe an organic reaction: reactants, conditions, products, and yield From a dataset of the Open Reaction Database (ORD), a public repository of structured organic reaction records. Reactants: [Br-].C(=O)(O)CCCC[P+](C1=CC=CC=C1)(C1=CC=CC=C1)C1=CC=CC=C1 (4-carboxybutyltriphenylphosphonium bromide), C(CC)OC1=CC=C(C=O)C=C1 (p-propoxybenzaldehyde). Run in C1CCOC1 (THF). Product: C(CC)OC1=CC=C(C=C1)C=CCCCC(=O)O (6-(p-Propoxyphenyl)-5-hexenoic acid). The yield is 75.5%. RXN SMILES: [Br-].[C:2]([CH2:5][CH2:6][CH2:7][CH2:8][P+](C1C=CC=CC=1)(C1C=CC=CC=1)C1C=CC=CC=1)([OH:4])=[O:3].[CH2:28]([O:31][C:32]1[CH:39]=[CH:38][C:35]([CH:36]=O)=[CH:34][CH:33]=1)[CH2:29][CH3:30]>C1COCC1>[CH2:28]([O:31][C:32]1[CH:39]=[CH:38][C:35]([CH:36]=[CH:8][CH2:7][CH2:6][CH2:5][C:2]([OH:4])=[O:3])=[CH:34][CH:33]=1)[CH2:29][CH3:30] |f:0.1|. Reported procedure: This compound was synthesized from 4-carboxybutyltriphenylphosphonium bromide (8.87 g, 20 mmol) and p-propoxybenzaldehyde (3.28 g, 20 mmol, synthesized from p-hydroxybenzaldehyde and 1-iodopropane) in THF (100 mL) by a Wittig reaction. Crystallization (petroleum ether) afforded the product (3.75 g, 76%) as white crystals (mp, 49-50° C.). IR: 3400-2500, 1725 cm-1 ; 1H-NMR: 1.00 (t, 3H), 1.75 (m, 4H), 2.35 (m, 4H), 3.90 (t, 2H), 5.55 (m, 1H), 6.35 (m, 1H), 7.00 (q, 4H), 11.30 (bs, 1H). Anal. Calcd... The reactants are C(Cl)Cl (methylene chloride), C(C(=O)Cl)(=O)Cl (oxalyl chloride), TEA, C(Cl)Cl (methylene chloride), FC=1C=C2C=C(N(C2=CC1)C)C(=O)N[C@@H](C(C)C)C(=O)NC(CC(=O)OC(C)(C)C)C(CF)O (N-[(5-fluoro-1-methylindole-2-carbonyl)valinyl]-3-amino-4-hydroxy-5-fluoropentanoic acid, t-butyl ester). Solvent: CS(=O)C (DMSO), CS(=O)C (DMSO). Conditions: temperature -78 celsius, time 10 minute. Yields the product ClC1=C(N(C2=CC=C(C=C12)F)C)C(=O)N[C@@H](C(C)C)C(=O)NC(CC(=O)OC(C)(C)C)C(CF)=O (N-[(3-Chloro-5-Fluoro-1-Methylindole-2-Carbonyl)Valinyl]-3-Amino-4-Oxo-5-Fluoropentanoic Acid, t-Butyl Ester). As a reaction SMILES: [CH2:1]([Cl:3])Cl.C(Cl)(=O)C(Cl)=O.[F:10][C:11]1[CH:12]=[C:13]2[C:17](=[CH:18][CH:19]=1)[N:16]([CH3:20])[C:15]([C:21]([NH:23][C@H:24]([C:28]([NH:30][CH:31]([CH:40]([OH:43])[CH2:41][F:42])[CH2:32][C:33]([O:35][C:36]([CH3:39])([CH3:38])[CH3:37])=[O:34])=[O:29])[CH:25]([CH3:27])[CH3:26])=[O:22])=C2>CS(C)=O>[Cl:3][C:1]1[C:18]2[C:17](=[CH:13][CH:12]=[C:11]([F:10])[CH:19]=2)[N:16]([CH3:20])[C:15]=1[C:21]([NH:23][C@H:24]([C:28]([NH:30][CH:31]([C:40](=[O:43])[CH2:41][F:42])[CH2:32][C:33]([O:35][C:36]([CH3:37])([CH3:38])[CH3:39])=[O:34])=[O:29])[CH:25]([CH3:27])[CH3:26])=[O:22]. Reported procedure: DMSO (0.60 mL, 8.5 mmol) was added to a methylene chloride solution of oxalyl chloride (2.1 mL, 2.0M, 4.2 mmol, in 15 mL of methylene chloride), and the resultant reaction mixture was stirred for 10 minutes under a nitrogen atmosphere at -78° C. A methylene chloride solution of N-[(5-fluoro-1-methylindole-2-carbonyl)valinyl]-3-amino-4-hydroxy-5-fluoropentanoic acid, t-butyl ester (820 mg, 1.7 mmol, in 8 mL of dry methylene chloride), and DMSO (0.4 mL) were added dropwise to the reaction mixture ...